From a dataset of the Open Reaction Database (ORD), a public repository of structured organic reaction records. describe an organic reaction: reactants, conditions, products, and yield The reagents and catalysts are C1=CC=C(C=C1)P([C-]2C=CC=C2)C3=CC=CC=C3.C1=CC=C(C=C1)P([C-]2C=CC=C2)C3=CC=CC=C3.Cl[Pd]Cl.[Fe+2] (PdCl2(dppf)). Reaction conditions: temperature 80 celsius, time 6 hour. Yields the product C(C)(C)(C)OC(=O)N1[C@@H](CCC1)C1=NC(=NO1)C1=CC=C(C=C1)C1=CC=C(C=C1)C=1N=C(NC1)[C@H]1N(CCC1)C(=O)OC(C)(C)C ((S)-tert-butyl 2-(4-(4′-(5-((S)-1-(tert-butoxycarbonyl)pyrrolidin-2-yl)-1,2,4-oxadiazol-3-yl)biphenyl-4-yl)-1H-imidazol-2-yl)pyrrolidine-1-carboxylate). Reaction SMILES: C(=O)(O)[O-].[Na+].Br[C:7]1[CH:12]=[CH:11][C:10]([C:13]2[N:17]=[C:16]([C@@H:18]3[CH2:22][CH2:21][CH2:20][N:19]3[C:23]([O:25][C:26]([CH3:29])([CH3:28])[CH3:27])=[O:24])[O:15][N:14]=2)=[CH:9][CH:8]=1.CC1(C)C(C)(C)OB([C:38]2[CH:43]=[CH:42][C:41]([C:44]3[NH:48][C:47]([C@@H:49]4[CH2:53][CH2:52][CH2:51][N:50]4[C:54]([O:56][C:57]([CH3:60])([CH3:59])[CH3:58])=[O:55])=[N:46][CH:45]=3)=[CH:40][CH:39]=2)O1>COCCOC.C1C=CC(P(C2C=CC=CC=2)[C-]2C=CC=C2)=CC=1.C1C=CC(P(C2C=CC=CC=2)[C-]2C=CC=C2)=CC=1.Cl[Pd]Cl.[Fe+2]>[C:26]([O:25][C:23]([N:19]1[CH2:20][CH2:21][CH2:22][C@H:18]1[C:16]1[O:15][N:14]=[C:13]([C:10]2[CH:11]=[CH:12][C:7]([C:38]3[CH:39]=[CH:40][C:41]([C:44]4[N:48]=[C:47]([C@@H:49]5[CH2:53][CH2:52][CH2:51][N:50]5[C:54]([O:56][C:57]([CH3:60])([CH3:59])[CH3:58])=[O:55])[NH:46][CH:45]=4)=[CH:42][CH:43]=3)=[CH:8][CH:9]=2)[N:17]=1)=[O:24])([CH3:29])([CH3:28])[CH3:27] |f:0.1,5.6.7.8|. Procedure: A flask charged with PdCl2(dppf) (0.04 g, 0.051 mmol), sodium bicarbonate (0.37 g, 4.45 mmol), and (5)-tert-butyl 2-(3-(4-bromophenyl)-1,2,4-oxadiazol-5-yl)pyrrolidine-1-carboxylate (compound 16a, 0.50 g, 1.27 mmol) was flushed with nitrogen. A solution of (S)-tert-butyl 2-(5-(4-(4,4,5,5-tetramethyl-1,3,2-dioxaborolan-2-yl)phenyl)-1H-imidazol-2-yl)pyrrolidine-1-carboxylate (compound 20a, 0.67 g, 1.52 mmol) in 1,2-dimethoxyethane (15 ml) was then added. The reaction mixture was stirred at 80° C. ... The reactants are CC1(OB(OC1(C)C)C1=CC=C(C=C1)C1=CN=C(N1)[C@H]1N(CCC1)C(=O)OC(C)(C)C)C ((S)-tert-butyl 2-(5-(4-(4,4,5,5-tetramethyl-1,3,2-dioxaborolan-2-yl)phenyl)-1H-imidazol-2-yl)pyrrolidine-1-carboxylate), CC1(OB(OC1(C)C)C1=CC=C(C=C1)C1=CN=C(N1)[C@H]1N(CCC1)C(=O)OC(C)(C)C)C ((S)-tert-butyl 2-(5-(4-(4,4,5,5-tetramethyl-1,3,2-dioxaborolan-2-yl)phenyl)-1H-imidazol-2-yl)pyrrolidine-1-carboxylate), C([O-])(O)=O.[Na+] (sodium bicarbonate), BrC1=CC=C(C=C1)C1=NOC(=N1)[C@H]1N(CCC1)C(=O)OC(C)(C)C ((S)-tert-butyl 2-(3-(4-bromophenyl)-1,2,4-oxadiazol-5-yl)pyrrolidine-1-carboxylate), BrC1=CC=C(C=C1)C1=NOC(=N1)[C@H]1N(CCC1)C(=O)OC(C)(C)C ((S)-tert-butyl 2-(3-(4-bromophenyl)-1,2,4-oxadiazol-5-yl)pyrrolidine-1-carboxylate). Yield: 71.6%. Solvent: COCCOC (1,2-dimethoxyethane). Reactants: C=NC(C)C, CC(=O)O, [Na+], [OH-], O, c1ccccc1, c1ccc2sccc2c1. The product is CC(C)NCc1csc2ccccc12. RXN SMILES: [CH2:16]=[N:17][CH:18]([CH3:19])[CH3:20].[CH3:23][C:24](=[O:25])[OH:26].[Na+:22].[OH-:21].[OH2:27].[cH:10]1[cH:11][cH:12][cH:13][cH:14][cH:15]1.[s:1]1[c:2]2[c:3]([cH:4][cH:5]1)[cH:6][cH:7][cH:8][cH:9]2>>[s:1]1[c:2]2[c:3]([c:4]([CH2:16][NH:17][CH:18]([CH3:19])[CH3:20])[cH:5]1)[cH:6][cH:7][cH:8][cH:9]2.